From a dataset of the Open Reaction Database (ORD), a public repository of structured organic reaction records. describe an organic reaction: reactants, conditions, products, and yield Reactants: O=S(=O)(O)Cl, ClCCl, FCCCc1ccccc1. The product is O=S(=O)(Cl)c1ccc(CCCF)cc1. As a reaction SMILES: [Cl:11][S:12](=[O:13])(=[O:14])[OH:15].[Cl:16][CH2:17][Cl:18].[F:1][CH2:2][CH2:3][CH2:4][c:5]1[cH:6][cH:7][cH:8][cH:9][cH:10]1>>[F:1][CH2:2][CH2:3][CH2:4][c:5]1[cH:6][cH:7][c:8]([S:12]([Cl:11])(=[O:13])=[O:14])[cH:9][cH:10]1. Starting materials: NC1=C(C=CC(=C1N)OC)CCN(C)C (N-[2-(2,3-diamino-4-methoxyphenyl)ethyl]-N,N-dimethylamine). The solvent is C(CCCC)(=O)O (valeric acid). The product is C(CCC)C=1NC2=C(N1)C(=CC=C2CCN(C)C)OC (2-butyl-7-methoxy-4-[2-(N,N-dimethylamino)ethyl]benzimidazole). Yield: 51.7%. RXN SMILES: [NH2:1][C:2]1[C:7]([NH2:8])=[C:6]([O:9][CH3:10])[CH:5]=[CH:4][C:3]=1[CH2:11][CH2:12][N:13]([CH3:15])[CH3:14]>C(O)(=O)CCCC>[CH2:3]([C:4]1[NH:1][C:2]2[C:3]([CH2:11][CH2:12][N:13]([CH3:15])[CH3:14])=[CH:4][CH:5]=[C:6]([O:9][CH3:10])[C:7]=2[N:8]=1)[CH2:2][CH2:7][CH3:6]. Procedure details: 500 mg of N-[2-(2,3-diamino-4-methoxyphenyl)ethyl]-N,N-dimethylamine is heated with 10 ml of valeric acid for 7 hours to 120° C. The reaction mixture is concentrated. The residue is taken up in diethyl ether and extracted with 4N hydrochloric acid. The aqueous phase is neutralized with potassium bicarbonate solution and extracted with ethyl acetate. The organic phase is dried with sodium sulfate and concentrated, thus producing 170 mg of 2-butyl-7-methoxy-4-[2-(N,N-dimethylamino)ethyl]benzimidaz... Starting materials: CI, COc1cc2c(c(Cl)c1Cl)C(=O)C(C)C2, COCCOC, [H-], [Na+]. Product: COc1cc2c(c(Cl)c1Cl)C(=O)C(C)(C)C2. RXN SMILES: [CH3:18][I:19].[CH3:1][CH:2]1[C:3](=[O:15])[c:4]2[c:5]([Cl:14])[c:6]([Cl:13])[c:7]([O:11][CH3:12])[cH:8][c:9]2[CH2:10]1.[CH3:20][O:21][CH2:22][CH2:23][O:24][CH3:25].[H-:16].[Na+:17]>>[CH3:1][C:2]1([CH3:18])[C:3](=[O:15])[c:4]2[c:5]([Cl:14])[c:6]([Cl:13])[c:7]([O:11][CH3:12])[cH:8][c:9]2[CH2:10]1. Run at temperature 25 celsius. Solvent: C(Cl)(Cl)Cl (chloroform). Product: C(C)(C)(C)OC(COC=1C=C2CC(C(C2=C(C1Cl)Cl)=O)(COC(C)(C)C)C(C)C)=O (tert.-butyl-(1-oxo-2-isopropyl-2-tert.-butoxymethyl-6,7-dichloro-5-indanyloxy)acetate). The reactants are C([O-])(O)=O.[Na+] (sodium bicarbonate), O=C1C(CC2=CC(=C(C(=C12)Cl)Cl)OCC(=O)O)(C(C)C)CO ((1-oxo-2-hydroxymethyl-2-isopropyl-6,7-dichloro-5-indanyloxy)acetic acid), CC(C)=C (isobutylene), S(O)(O)(=O)=O (sulfuric acid). As a reaction SMILES: [O:1]=[C:2]1[C:10]2[C:5](=[CH:6][C:7]([O:13][CH2:14][C:15]([OH:17])=[O:16])=[C:8]([Cl:12])[C:9]=2[Cl:11])[CH2:4][C:3]1([CH2:21][OH:22])[CH:18]([CH3:20])[CH3:19].[CH3:23][C:24](=[CH2:26])[CH3:25].S(=O)(=O)(O)O.C(=O)(O)[O-].[Na+]>C(Cl)(Cl)Cl>[C:24]([O:16][C:15](=[O:17])[CH2:14][O:13][C:7]1[CH:6]=[C:5]2[C:10](=[C:9]([Cl:11])[C:8]=1[Cl:12])[C:2](=[O:1])[C:3]([CH:18]([CH3:20])[CH3:19])([CH2:21][O:22][C:3]([CH3:18])([CH3:4])[CH3:2])[CH2:4]2)([CH3:25])([CH3:23])[CH3:26] |f:3.4|. Procedure: A solution of (1-oxo-2-hydroxymethyl-2-isopropyl-6,7-dichloro-5-indanyloxy)acetic acid (4.0 g., 0.012 mole), isobutylene (6 ml.), chloroform (20 ml.) and concentrated sulfuric acid (0.1 ml.) is sealed from the atmosphere and stirred at 25°C. for two weeks. After this time, the reaction mixture is poured into saturated aqueous sodium bicarbonate. The chloroform layer is separated, washed with water, dried and the chloroform distilled at reduced pressure affording tert.-butyl-(1-oxo-2-isopropyl-2-...